Dataset: the Open Reaction Database (ORD), a public repository of structured organic reaction records. Task: describe an organic reaction: reactants, conditions, products, and yield The reactants are N12CC[C@@H]([C@H](CCC1)C2)OC(C)=O ((4S,5R)-acetic acid 1-aza-bicyclo[3.3.1]non-4-yl ester). The solvent is [OH-].[Na+] (NaOH). Run at temperature 50 celsius, time 1 hour. Yields the product N12CC[C@@H]([C@H](CCC1)C2)O ((4S,5R)-1-aza-bicyclo[3.3.1]nonan-4-ol). The yield is 91.3%. Reaction SMILES: [N:1]12[CH2:9][C@@H:5]([CH2:6][CH2:7][CH2:8]1)[C@@H:4]([O:10]C(=O)C)[CH2:3][CH2:2]2>[OH-].[Na+]>[N:1]12[CH2:9][C@@H:5]([CH2:6][CH2:7][CH2:8]1)[C@@H:4]([OH:10])[CH2:3][CH2:2]2 |f:1.2|. Reported procedure: (4S,5R)-acetic acid 1-aza-bicyclo[3.3.1]non-4-yl ester (5.45 g, 29.7 mmol) is dissolved in 10% aq. NaOH soln. and stirred for 1 h at 50° C. After cooling to rt, the mixture is extracted with THF/brine. The organic layer is dried over Na2SO4, filtered and the filtrate is evaporated to give 3.83 g (91%) of (4S,5R)-1-aza-bicyclo[3.3.1]nonan-4-ol, which is dissolved in 50 ml THF and cooled to 0° C. NHMDS (35 ml of 1 M THF soln.) is added dropwise, the reaction mixture is stirred at it for 0.5 h and ... Reported procedure: A suspension of 5-hydroxy-8-methyl-6-(2-propenyl) carbostyril (64.57 g) in chloroform (2000 ml) was combined with N-bromosuccinimide (56.47 g) and refluxed with heat for 3 hours while stirring. The reaction mixture became yellow uniform solution. The reaction solution was washed with water, dried and condensed. n-Hexane was added to the concentrate, and crystallized. 91.40 g of the title compound was obtained as white powder. Run in C(Cl)(Cl)Cl (chloroform). Yield: 103.6%. Product: BrCC1CC=2C(=C3C=CC(NC3=C(C2)C)=O)O1 (2-Bromomethyl-5-methyl-2,3,6,7-tetrahydrofuro-[2,3-f]quinoline-7-one). Reactants: BrN1C(CCC1=O)=O (N-bromosuccinimide), OC1=C2C=CC(NC2=C(C=C1CC=C)C)=O (5-hydroxy-8-methyl-6-(2-propenyl) carbostyril), CCCCCC (n-Hexane). Reaction SMILES: [OH:1][C:2]1[C:11]([CH2:12][CH:13]=[CH2:14])=[CH:10][C:9]([CH3:15])=[C:8]2[C:3]=1[CH:4]=[CH:5][C:6](=[O:16])[NH:7]2.[Br:17]N1C(=O)CCC1=O.CCCCCC>C(Cl)(Cl)Cl>[Br:17][CH2:14][CH:13]1[O:1][C:2]2=[C:3]3[C:8](=[C:9]([CH3:15])[CH:10]=[C:11]2[CH2:12]1)[NH:7][C:6](=[O:16])[CH:5]=[CH:4]3. Starting materials: IC=1C=C(C=CC1)C(C#N)C (2-(3-iodophenyl)propionitrile), C(=O)([O-])[O-].[Na+].[Na+] (Na2CO3), O1C(=NC=C1)B(O)O (1,3-oxazole-2-boronic acid). The solvent is C1CCOC1 (THF). Yields the product O1C(=NC=C1)C=1C=C(C=CC1)C(C#N)C (2-(3-oxazol-2-ylphenyl) propionitrile). The yield is 78.1%. Reaction SMILES: I[C:2]1[CH:3]=[C:4]([CH:8]([CH3:11])[C:9]#[N:10])[CH:5]=[CH:6][CH:7]=1.C([O-])([O-])=O.[Na+].[Na+].[O:18]1[CH:22]=[CH:21][N:20]=[C:19]1B(O)O>C1COCC1>[O:18]1[CH:22]=[CH:21][N:20]=[C:19]1[C:2]1[CH:3]=[C:4]([CH:8]([CH3:11])[C:9]#[N:10])[CH:5]=[CH:6][CH:7]=1 |f:1.2.3|. Procedure: To a solution of 2-(3-iodophenyl)propionitrile (0.6 g, 2.33 mmol) in dry THF (10 mL) Pd(PPh3)4 (4% mol, 0.108 mg) and Na2CO3 (0.493 g, 4.66 mmol) were added sequentially under nitrogen atmosphere. After stirring 20 min commercial 1,3-oxazole-2-boronic acid (0.289 g 2.56 mmol) was added. The reaction mixture was stirred at reflux 4 h. After cooling at room temperature, THF was evaporated under reduced pressure and EtOAc (10 mL) was added to the crude and the organic phase was washed with water (3... Starting materials: C(C1=CC=CC=C1)OC1=CC=C(C=C1)OCCCCBr (1-benzyloxy-4-(4-bromobutoxy)benzene), C(C)(C)N (isopropylamine). Product: C(C1=CC=CC=C1)OC1=CC=C(C=C1)OCCCCNC(C)C (1-benzyloxy-4-[4-(1-methylethyl)aminobutoxyl]benzene). As a reaction SMILES: [CH2:1]([O:8][C:9]1[CH:14]=[CH:13][C:12]([O:15][CH2:16][CH2:17][CH2:18][CH2:19]Br)=[CH:11][CH:10]=1)[C:2]1[CH:7]=[CH:6][CH:5]=[CH:4][CH:3]=1.[CH:21]([NH2:24])([CH3:23])[CH3:22]>>[CH2:1]([O:8][C:9]1[CH:14]=[CH:13][C:12]([O:15][CH2:16][CH2:17][CH2:18][CH2:19][NH:24][CH:21]([CH3:23])[CH3:22])=[CH:11][CH:10]=1)[C:2]1[CH:7]=[CH:6][CH:5]=[CH:4][CH:3]=1. Procedure: As described in Example 19, 1-benzyloxy-4-(4-bromobutoxy)benzene was reacted with isopropylamine at 100° (12 hours; 500 psi) to give 1-benzyloxy-4-[4-(1-methylethyl)aminobutoxyl]benzene. The crude product was not distilled. Reactants: S(=O)(Cl)Cl (thionyl chloride), C(C)(C)(C)OC(CN(C(CO)C)CC1=CC=CC=C1)=O ([benzyl-(2-hydroxy-1-methylethyl)-amino]acetic acid tert-butyl ester), C([O-])(O)=O.[Na+] (sodium bicarbonate). Run in C(Cl)(Cl)Cl (chloroform), C(Cl)(Cl)Cl (chloroform). Reaction conditions: temperature 60 celsius, time 2 hour. The product is C(C)(C)(C)OC(CN(C(CCl)C)CC1=CC=CC=C1)=O ([benzyl-(2-chloro-1-methylethyl)-amino]acetic acid tert-butyl ester). RXN SMILES: [C:1]([O:5][C:6](=[O:20])[CH2:7][N:8]([CH2:13][C:14]1[CH:19]=[CH:18][CH:17]=[CH:16][CH:15]=1)[CH:9]([CH3:12])[CH2:10]O)([CH3:4])([CH3:3])[CH3:2].S(Cl)([Cl:23])=O.C(=O)(O)[O-].[Na+]>C(Cl)(Cl)Cl>[C:1]([O:5][C:6](=[O:20])[CH2:7][N:8]([CH2:13][C:14]1[CH:19]=[CH:18][CH:17]=[CH:16][CH:15]=1)[CH:9]([CH3:12])[CH2:10][Cl:23])([CH3:4])([CH3:3])[CH3:2] |f:2.3|. Procedure: To a solution of an optically-active compound of [benzyl-(2-hydroxy-1-methylethyl)-amino]acetic acid tert-butyl ester (160.0 g) in chloroform (640 ml) cooled to 0° C. was added dropwise thionyl chloride (50.0 ml), and the mixture was stirred at 60° C. for 2 hours. The reaction mixture was cooled to 0° C. Then, thereto were added saturated aqueous sodium bicarbonate solution (1000 ml) and chloroform (100 ml), and the mixture was stirred. The separated organic layer was washed with saturated aqueo... Starting materials: CN1C=C(C=N1)C2=C(N=C(C=C2)N)OC, CN1CC(OC2=C(C1)C=CC(=N2)Cl)CC(F)(F)F. Reagents/catalysts: C(=O)([O-])[O-].[Cs+].[Cs+], CC(C)(C)P(C(C)(C)C)C(C)(C)C, C1=CC=C(C=C1)/C=C/C(=O)/C=C/C2=CC=CC=C2.C1=CC=C(C=C1)/C=C/C(=O)/C=C/C2=CC=CC=C2.[Pd]. The solvent is COCCOC. Run at temperature 120 celsius. Product: CN1CC(OC2=C(C1)C=CC(=N2)NC3=NC(=C(C=C3)C4=CN(N=C4)C)OC)CC(F)(F)F. The yield is 50.0%. Procedure: A reaction mixture of 8-chloro-4-methyl-2-(2,2,2-trifluoroethyl)-2,3,4,5-tetrahydropyrido[3,2-f][1,4]oxazepine (0.605 g, 2.16 mmol), 6-methoxy-5-(1-methyl-1H-pyrazol-4-yl)pyridin-2-amine (0.440 g, 2.16 mmol), Cs2CO3 (1.053 g, 3.23 mmol), Tri-t-butylphosphonium tetrafluoroborate (0.063 g, 0.22 mmol) and Bis(dibenzylideneacetone)palladium (0.062 g, 0.11 mmol) in DME (20 mL) was flushed with argon and run in the microwave at 120°C for 60 minutes. Have unreacted startingmaterial left. Added Tri-t-bu...